From a dataset of the Open Reaction Database (ORD), a public repository of structured organic reaction records. describe an organic reaction: reactants, conditions, products, and yield Starting materials: NC=1N=C(SC1C(=O)C1=CC(=C(C=C1)Cl)[N+](=O)[O-])NC1=CC=C(C=C1)N1CCN(CC1)C ([4-amino-2-[[4-(4-methyl-1-piperazinyl)phenyl]amino]-5-thiazolyl](4-chloro-3-nitrophenyl)methanone), N1CCOCC1 (morpholine). Product: NC=1N=C(SC1C(=O)C1=CC(=C(C=C1)N1CCOCC1)[N+](=O)[O-])NC1=CC=C(C=C1)N1CCN(CC1)C ([4-Amino-2-[[4-(4-methyl-1-piperazinyl)phenyl]amino]-5-thiazolyl][3-nitro-4-(4-morpholinyl)phenyl]methanone). RXN SMILES: [NH2:1][C:2]1[N:3]=[C:4]([NH:19][C:20]2[CH:25]=[CH:24][C:23]([N:26]3[CH2:31][CH2:30][N:29]([CH3:32])[CH2:28][CH2:27]3)=[CH:22][CH:21]=2)[S:5][C:6]=1[C:7]([C:9]1[CH:14]=[CH:13][C:12](Cl)=[C:11]([N+:16]([O-:18])=[O:17])[CH:10]=1)=[O:8].[NH:33]1[CH2:38][CH2:37][O:36][CH2:35][CH2:34]1>>[NH2:1][C:2]1[N:3]=[C:4]([NH:19][C:20]2[CH:25]=[CH:24][C:23]([N:26]3[CH2:31][CH2:30][N:29]([CH3:32])[CH2:28][CH2:27]3)=[CH:22][CH:21]=2)[S:5][C:6]=1[C:7]([C:9]1[CH:14]=[CH:13][C:12]([N:33]2[CH2:38][CH2:37][O:36][CH2:35][CH2:34]2)=[C:11]([N+:16]([O-:18])=[O:17])[CH:10]=1)=[O:8]. Procedure details: This compound was prepared from the compound of Example 15 and morpholine by the procedure used in Example 57. Mass spectrum (ES) MH+=524.